From a dataset of the Open Reaction Database (ORD), a public repository of structured organic reaction records. describe an organic reaction: reactants, conditions, products, and yield Reactants: C12(CC3CC(CC(C1)C3)C2)C2=C(C=C(CCl)C=C2)OC (4-[1-adamantyl]-3-methoxybenzyl chloride), [I-].[Na+] (sodium iodide), C([O-])([O-])=O.[K+].[K+] (potassium carbonate). Run in CC(=O)C (acetone). Run at time 18 hour. Yields the product C12(CC3CC(CC(C1)C3)C2)C2=C(C=C(CI)C=C2)OC (4-[1-adamantyl]-3-methoxybenzyl iodide). Isolated yield 84.0%. RXN SMILES: [C:1]12([C:11]3[CH:18]=[CH:17][C:14]([CH2:15]Cl)=[CH:13][C:12]=3[O:19][CH3:20])[CH2:10][CH:5]3[CH2:6][CH:7]([CH2:9][CH:3]([CH2:4]3)[CH2:2]1)[CH2:8]2.[I-:21].[Na+].C(=O)([O-])[O-].[K+].[K+]>CC(C)=O>[C:1]12([C:11]3[CH:18]=[CH:17][C:14]([CH2:15][I:21])=[CH:13][C:12]=3[O:19][CH3:20])[CH2:10][CH:5]3[CH2:6][CH:7]([CH2:9][CH:3]([CH2:4]3)[CH2:2]1)[CH2:8]2 |f:1.2,3.4.5|. Procedure: To all of the above benzyl chloride in acetone (30 mL) is added sodium iodide (1.70 g., 10.0 mmol, 2.90 equiv.) and potassium carbonate (0.450 g., 10.5 mmol, 3.04 equiv.). The mixture is allowed to stir for 18 hours at room temperature. The solvents are evaporated, and the residue extracted twice with EtOAc. The extracts are washed with water and then brine. The organic phase is dried (MgSO4), and concentrated to afford 4-[1-adamantyl]-3-methoxybenzyl iodide (18b) (1.10 g., 2.88 mmol, 84%): mp=1...